Task: describe an organic reaction: reactants, conditions, products, and yield. Dataset: the Open Reaction Database (ORD), a public repository of structured organic reaction records The reactants are C1(=CC=CC=C1)C=1N=CC(=NC1C1=CC=CC=C1)NC (5,6-diphenyl-2-(methylamino)pyrazine), [H-].[Na+] (sodium hydride), COC(COCCCCBr)=O (2-(4-bromobutyloxy)acetic acid methyl ester). Run in CN(C=O)C (N,N-dimethylformamide), CN(C=O)C (N,N-dimethylformamide). Run at temperature 80 celsius, time 30 minute. The product is COC(COCCCCN(C)C1=NC(=C(N=C1)C1=CC=CC=C1)C1=CC=CC=C1)=O (2-{4-[N-(5,6-diphenylpyrazin-2-yl)-N-methylamino]butyloxy}acetic acid methyl ester). Yield: 20.3%. RXN SMILES: [C:1]1([C:7]2[N:8]=[CH:9][C:10]([NH:19][CH3:20])=[N:11][C:12]=2[C:13]2[CH:18]=[CH:17][CH:16]=[CH:15][CH:14]=2)[CH:6]=[CH:5][CH:4]=[CH:3][CH:2]=1.[H-].[Na+].[CH3:23][O:24][C:25](=[O:33])[CH2:26][O:27][CH2:28][CH2:29][CH2:30][CH2:31]Br>CN(C)C=O>[CH3:23][O:24][C:25](=[O:33])[CH2:26][O:27][CH2:28][CH2:29][CH2:30][CH2:31][N:19]([C:10]1[CH:9]=[N:8][C:7]([C:1]2[CH:6]=[CH:5][CH:4]=[CH:3][CH:2]=2)=[C:12]([C:13]2[CH:18]=[CH:17][CH:16]=[CH:15][CH:14]=2)[N:11]=1)[CH3:20] |f:1.2|. Procedure: Under an argon atmosphere, to a solution of 763 mg of 5,6-diphenyl-2-(methylamino)pyrazine in 4 ml of N,N-dimethylformamide, 140 mg of 60% sodium hydride was added, followed by stirring at 80° C. for 30 minutes. The reaction solution was ice-cooled and a solution of 657 mg of 2-(4-bromobutyloxy)acetic acid methyl ester in 2 ml of N,N-dimethylformamide was slowly added. After an ice bath was removed, the mixture was stirred at room temperature for 14 hours. The reaction solution was combined with...